Task: describe an organic reaction: reactants, conditions, products, and yield. Dataset: the Open Reaction Database (ORD), a public repository of structured organic reaction records Reactants: FC=1C(NC(N([C@H]2C[C@H](O)[C@@H](COC(C3=CC=CC=C3)(C3=CC=CC=C3)C3=CC=CC=C3)O2)C1)=O)=O (2'-deoxy-5-fluoro-5'-O-trityluridine), fine powder, [OH-].[K+] (potassium hydroxide), COC(=O)C1=CC=C(CCl)O1 (5-methoxycarbonylfurfuryl chloride). Solvent: O1CCOCC1 (dioxane). Reaction conditions: temperature 80 celsius, time 2.5 hour. Yields the product C(=O)(O)C1=CC=C(CO[C@H]2C[C@@H](O[C@@H]2CO)N2C(=O)NC(=O)C(=C2)F)O1 (3'-O-(5carboxyfurfuryl)-2'-deoxy-5-fluorouridine). Isolated yield 66.8%. RXN SMILES: [F:1][C:2]1[C:3](=[O:36])[NH:4][C:5](=[O:35])[N:6]([CH:34]=1)[C@@H:7]1[O:33][C@H:11]([CH2:12][O:13]C(C2C=CC=CC=2)(C2C=CC=CC=2)C2C=CC=CC=2)[C@@H:9]([OH:10])[CH2:8]1.[OH-].[K+].C[O:40][C:41]([C:43]1[O:49][C:46]([CH2:47]Cl)=[CH:45][CH:44]=1)=[O:42]>O1CCOCC1>[C:41]([C:43]1[O:49][C:46]([CH2:47][O:10][C@@H:9]2[C@@H:11]([CH2:12][OH:13])[O:33][C@@H:7]([N:6]3[CH:34]=[C:2]([F:1])[C:3](=[O:36])[NH:4][C:5]3=[O:35])[CH2:8]2)=[CH:45][CH:44]=1)([OH:42])=[O:40] |f:1.2|. Procedure details: To a solution of 5.00 g of 2'-deoxy-5-fluoro-5'-O-trityluridine in 100 ml of dioxane were added 5.74 g of fine powder of potassium hydroxide and 2.67 g of 5-methoxycarbonylfurfuryl chloride, and the mixture was stirred at temperature of 80° C. for 2.5 hours. The reaction mixture was concentrated and the residue was dissolved in 100 ml of water. The reaction mixture was adjusted to a pH of 4 with one normal hydrochloric acid and then extracted with ethyl acetate. The organic layer was dried and c... Reactants: NC1=CC=C(C=C1)P(C)(C)=O (4-amino-dimethylphenylphosphine oxide), ClC1=NC=NC(=N1)Cl (2,4-Dichloro-1,3,5-triazine). The solvent is CN(C(C)=O)C (N,N-Dimethylacetamide), C(C)(C)N(CC)C(C)C (Diisopropylethylamine). Conditions: time 15 minute. Yields the product ClC1=NC(=NC=N1)NC1=CC=C(C=C1)P(=O)(C)C (4-chloro-N-[4(dimethylphosphoryl)phenyl]-1,3,5-triazin-2-amine). RXN SMILES: [NH2:1][C:2]1[CH:7]=[CH:6][C:5]([P:8](=[O:11])([CH3:10])[CH3:9])=[CH:4][CH:3]=1.[Cl:12][C:13]1[N:18]=[C:17](Cl)[N:16]=[CH:15][N:14]=1>CN(C)C(=O)C.C(N(C(C)C)CC)(C)C>[Cl:12][C:13]1[N:18]=[CH:17][N:16]=[C:15]([NH:1][C:2]2[CH:3]=[CH:4][C:5]([P:8]([CH3:9])([CH3:10])=[O:11])=[CH:6][CH:7]=2)[N:14]=1. Procedure: A suspension of 4-amino-dimethylphenylphosphine oxide (3.7 g, 2.2 mmol) in 15 mL of N,N-Dimethylacetamide and 3.6 mL of Diisopropylethylamine, can be stirred at room temperature for 15 minutes until a clear solution is obtained. 2,4-Dichloro-1,3,5-triazine (2.6 mmol) is added in four portions over 5 minutes. The reaction mixture is stirred at 60 degrees for 1 hour. The reaction mixture is cooled to room temperature, filtered and purified by prep-HPLC. Starting materials: ClC1=C(C=CC=C1)N1C(=NC2=C(C1=O)SC=C2)C=CC2=NC=CC=C2 (3-(2-chloro-phenyl)-2-[2-pyrid-2-yl-vinyl]-3H-thieno[3,2-d]pyrimidin-4-one), C(=O)O (formic acid). Reagents/catalysts: [Pd] (palladium on carbon). Solvent: C(C)O (ethanol), C(C)O (ethanol), O (water). Yields the product ClC1=C(C=CC=C1)N1C(=NC2=C(C1=O)SC=C2)CCC2=NC=CC=C2 (3-(2-chloro-phenyl)-2-(2-pyridin-2-yl-ethyl)-3H-thieno[3,2-d]pyrimidin-4-one). The yield is 77.4%. As a reaction SMILES: [Cl:1][C:2]1[CH:7]=[CH:6][CH:5]=[CH:4][C:3]=1[N:8]1[C:13](=[O:14])[C:12]2[S:15][CH:16]=[CH:17][C:11]=2[N:10]=[C:9]1[CH:18]=[CH:19][C:20]1[CH:25]=[CH:24][CH:23]=[CH:22][N:21]=1.C(O)=O>[Pd].C(O)C.O>[Cl:1][C:2]1[CH:7]=[CH:6][CH:5]=[CH:4][C:3]=1[N:8]1[C:13](=[O:14])[C:12]2[S:15][CH:16]=[CH:17][C:11]=2[N:10]=[C:9]1[CH2:18][CH2:19][C:20]1[CH:25]=[CH:24][CH:23]=[CH:22][N:21]=1. Reported procedure: A mixture of 3-(2-chloro-phenyl)-2-[2-pyrid-2-yl-vinyl]-3H-thieno[3,2-d]pyrimidin-4-one (0.12 g, 0.33 mmol), ethanol, 10 mL), formic acid (0.55 mL, 14.8 mmol) and 10% palladium on carbon (0.12 g) was refluxed 4 hours, cooled and diluted with ethanol and water. The mixture was filtered through Celite® (trademark) and the pad was rinsed with ethyl acetate and water. The filtrate was treated with saturated aqueous sodium bicarbonate and the phases were separated. The aqueous layer was extracted wit... Starting materials: COC1=CC=C2C(=NNC2=C1)O (6-Methoxy-1H-indazol-3-ol), N1=CC=CC=C1 (pyridine), P(=O)(Cl)(Cl)Cl (phosphorous oxychloride). Run at temperature 70 celsius, time 24 hour. The product is ClC1=NNC2=CC(=CC=C12)OC (3-Chloro-6-methoxy-1H-indazole). The yield is 37.7%. Reaction SMILES: [CH3:1][O:2][C:3]1[CH:11]=[C:10]2[C:6]([C:7](O)=[N:8][NH:9]2)=[CH:5][CH:4]=1.N1C=CC=CC=1.P(Cl)(Cl)([Cl:21])=O>>[Cl:21][C:7]1[C:6]2[C:10](=[CH:11][C:3]([O:2][CH3:1])=[CH:4][CH:5]=2)[NH:9][N:8]=1. Procedure details: To a solution of the product from Step B (1 g, 6.1 mmol) in pyridine (0.5 mL, 6.1 mmol) was added phosphorous oxychloride (0.9 mL, 9.2 mmol) and the mixture heated at 130–140° C. for 5 h. The reaction mixture was cooled to 70° C. and poured onto ice (100 g). After standing for 24 h, the solid was collected and dried to give a cream-colored solid (0.42 g): ES/LCMS m/z 181 (M−H)+. The reactants are CC1C(=O)OCCC1 (α-methyl-δ-valerolactone), S(O)(O)(=O)=O (sulfuric acid), CO (methanol), [Cr](=O)(=O)([O-])Cl.[NH+]1=CC=CC=C1 (pyridinium chlorochromate), C(C)(=O)[O-].[Na+] (sodium acetate). Run in ClCCl (dichloromethane). Run at time 20 minute. Product: C(=O)(OC)C(CCC=O)C (4-Carbomethoxy Valeraldehyde). Yield: 16.0%. RXN SMILES: [CH3:1][CH:2]1[CH2:8][CH2:7][CH2:6][O:5]C1=O.S(=O)(=O)(O)O.[Cr](Cl)([O-])(=O)=O.[NH+]1C=CC=CC=1.[C:25]([O-])(=[O:27])C.[Na+].[CH3:30][OH:31]>ClCCl>[C:30]([CH:2]([CH3:1])[CH2:8][CH2:7][CH:6]=[O:5])([O:27][CH3:25])=[O:31] |f:2.3,4.5|. Procedure: To a stirred solution of 7.80 g (0.069 mol) of α-methyl-δ-valerolactone in 5 mL of dry methanol was added 6 mL of conc. sulfuric acid. After 20 min the mixture was neutralized with 200 mL of cold satd. sodium bicabonate solution and extracted with 4×20 mL of cold dichloromethane. The cold extracts were dried (MgSO4) and the solution immediately added to a stirring suspension of 53.99 g (2.7 equivalent) of pulverized pyridinium chlorochromate and 1.85 g (0.0226 mol) of sodium acetate in 80 mL of ...